Dataset: the Open Reaction Database (ORD), a public repository of structured organic reaction records. Task: describe an organic reaction: reactants, conditions, products, and yield Starting materials: ClCCl, O=C(O)C(F)(F)F, CC(C)(C)OC(=O)N1CC2CC1CN2c1ccc([N+](=O)[O-])nc1. Product: O=[N+]([O-])c1ccc(N2CC3CC2CN3)cn1. Reaction SMILES: [CH2:24]([Cl:25])[Cl:26].[F:27][C:28]([F:29])([F:30])[C:31]([OH:32])=[O:33].[N+:1](=[O:2])([O-:3])[c:4]1[cH:5][cH:6][c:7]([N:10]2[CH:11]3[CH2:12][N:13]([C:17]([O:18][C:19]([CH3:20])([CH3:21])[CH3:22])=[O:23])[CH:14]([CH2:15]2)[CH2:16]3)[cH:8][n:9]1>>[N+:1](=[O:2])([O-:3])[c:4]1[cH:5][cH:6][c:7]([N:10]2[CH:11]3[CH2:12][NH:13][CH:14]([CH2:15]2)[CH2:16]3)[cH:8][n:9]1. Starting materials: BrC=1C=CC(=C(C(=O)NC2=CC(=CC(=C2)C(C)(C)C)C(C)(C)C)C1)O (5-bromo-N-{3,5-bis[(1,1-dimethyl)ethyl]phenyl}-2-hydroxybenzamide), N1(CCOCC1)C(=O)Cl (morpholine-4-carbonyl chloride), raw materials. Yields the product BrC=1C=CC(=C(C(=O)NC2=CC(=CC(=C2)C(C)(C)C)C(C)(C)C)C1)OC(=O)N1CCOCC1 (5-Bromo-N-{3,5-bis[(1,1-dimethyl)ethyl]phenyl}-2-[(morpholinocarbonyl)oxy]-benzamide). The yield is 93.6%. As a reaction SMILES: [Br:1][C:2]1[CH:3]=[CH:4][C:5]([OH:25])=[C:6]([CH:24]=1)[C:7]([NH:9][C:10]1[CH:15]=[C:14]([C:16]([CH3:19])([CH3:18])[CH3:17])[CH:13]=[C:12]([C:20]([CH3:23])([CH3:22])[CH3:21])[CH:11]=1)=[O:8].[N:26]1([C:32](Cl)=[O:33])[CH2:31][CH2:30][O:29][CH2:28][CH2:27]1>>[Br:1][C:2]1[CH:3]=[CH:4][C:5]([O:25][C:32]([N:26]2[CH2:31][CH2:30][O:29][CH2:28][CH2:27]2)=[O:33])=[C:6]([CH:24]=1)[C:7]([NH:9][C:10]1[CH:15]=[C:14]([C:16]([CH3:17])([CH3:18])[CH3:19])[CH:13]=[C:12]([C:20]([CH3:23])([CH3:22])[CH3:21])[CH:11]=1)=[O:8]. Procedure: Using 5-bromo-N-{3,5-bis[(1,1-dimethyl)ethyl]phenyl}-2-hydroxybenzamide and morpholine-4-carbonyl chloride as the raw materials, the same operation as the example 71 gave the title compound.